Dataset: the Open Reaction Database (ORD), a public repository of structured organic reaction records. Task: describe an organic reaction: reactants, conditions, products, and yield Reactants: C1=CC=C2C(=C1)C(=O)C(C2=O)(O)O (Ninhydrin), COC=1C=C(C=CC1OC)NC(C(C)C)=O (N-(3,4-dimethoxyphenyl)isobutyramide), Ice water. The solvent is OS(=O)(=O)O (H2SO4). Reaction conditions: time 30 minute. Yields the product OC1(C(C2=CC=CC=C2C1=O)=O)C1=C(C=C(C(=C1)OC)OC)NC(C(C)C)=O (N-(2-(2-Hydroxy-1,3-dioxo-2,3-dihydro-1H-inden-2-yl)-4,5-dimethoxyphenyl)isobutyramide). Isolated yield 63.8%. RXN SMILES: [CH:1]1[CH:6]=[C:5]2[C:7]([C:9]([OH:13])(O)[C:10](=[O:11])[C:4]2=[CH:3][CH:2]=1)=[O:8].[CH3:14][O:15][C:16]1[CH:17]=[C:18]([NH:24][C:25](=[O:29])[CH:26]([CH3:28])[CH3:27])[CH:19]=[CH:20][C:21]=1[O:22][CH3:23]>OS(O)(=O)=O>[OH:13][C:9]1([C:19]2[CH:20]=[C:21]([O:22][CH3:23])[C:16]([O:15][CH3:14])=[CH:17][C:18]=2[NH:24][C:25](=[O:29])[CH:26]([CH3:27])[CH3:28])[C:10](=[O:11])[C:4]2[C:5](=[CH:6][CH:1]=[CH:2][CH:3]=2)[C:7]1=[O:8]. Procedure: Ninhydrin (1.00 g, 5.6 mmol) was dissolved in conc.H2SO4 (10 ml). This solution was added with N-(3,4-dimethoxyphenyl)isobutyramide (1.25 g, 5.62 mmol) at 0° C. and stirred for 30 min under room temperature. Ice water was added with the reaction mixture, and then washed with ice water and ethylacetate. After drying and filtrating, the ethylacetate layer was purified using column chromatography (ethylacetate:hexane=1:4) to afford the title compound (1.37 g, 63%). Reactants: C(C)(=O)O.COP(=O)(CC(CC(C)C)C(N[C@@H](CC(C)C)C(NC)=O)=O)CN ((aminomethyl)[(RS)-4-methyl-2-[[(S)-3-methyl-1-(methylcarbamoyl)butyl]carbamoyl]pentyl]phosphinic acid methyl ester acetate), COC=1C=C2C(C(=O)OC2=O)=CC1 (4-methoxyphthalic anhydride). The product is COP(=O)(CC(CC(C)C)C(N[C@@H](CC(C)C)C(NC)=O)=O)CN1C(C=2C(C1=O)=CC(=CC2)OC)=O ([(4-methoxyphthalimido)methyl][(RS)-4-methyl-2-[[(S)-3-methyl-1-(methylcarbamoyl)butyl]carbamoyl]pentyl]phosphinic acid methyl ester). The yield is 50.4%. RXN SMILES: C(O)(=O)C.[CH3:5][O:6][P:7]([CH2:27][NH2:28])([CH2:9][CH:10]([C:15](=[O:26])[NH:16][C@H:17]([C:22](=[O:25])[NH:23][CH3:24])[CH2:18][CH:19]([CH3:21])[CH3:20])[CH2:11][CH:12]([CH3:14])[CH3:13])=[O:8].[CH3:29][O:30][C:31]1[CH:32]=[C:33]2[C:38](=O)[O:37][C:35](=[O:36])[C:34]2=[CH:40][CH:41]=1>>[CH3:5][O:6][P:7]([CH2:27][N:28]1[C:38](=[O:37])[C:33]2=[CH:32][C:31]([O:30][CH3:29])=[CH:41][CH:40]=[C:34]2[C:35]1=[O:36])([CH2:9][CH:10]([C:15](=[O:26])[NH:16][C@H:17]([C:22](=[O:25])[NH:23][CH3:24])[CH2:18][CH:19]([CH3:21])[CH3:20])[CH2:11][CH:12]([CH3:14])[CH3:13])=[O:8] |f:0.1|. Procedure: In a manner analogous to that described in Example 3(A), from 0.45 g of (aminomethyl)[(RS)-4-methyl-2-[[(S)-3-methyl-1-(methylcarbamoyl)butyl]carbamoyl]pentyl]phosphinic acid methyl ester acetate and 0.185 g of 4-methoxyphthalic anhydride, there was obtained 0.274 g of [(4-methoxyphthalimido)methyl][(RS)-4-methyl-2-[[(S)-3-methyl-1-(methylcarbamoyl)butyl]carbamoyl]pentyl]phosphinic acid methyl ester in the form of colorless foam. The reactants are CC1=CC2=C(C(OC3=CC=CC=C23)=O)C=C1 (9-methyl-6H-benzo[c]chromen-6-one), C(C)(C)(C)OC(N(C)C)N(C)C (TERT-BUTOXY BIS(DIMETHYLAMINO)METHANE). The solvent is Cl (HCl), CN(C)C=O (DMF). Run at time 20 minute. Product: O=C1OC2=CC=CC=C2C2=C1C=CC(=C2)CC=O ((6-oxo-6H-benzo[c]chromen-9-yl)acetaldehyde). As a reaction SMILES: [CH3:1][C:2]1[CH:16]=[CH:15][C:5]2[C:6](=[O:14])[O:7][C:8]3[C:13]([C:4]=2[CH:3]=1)=[CH:12][CH:11]=[CH:10][CH:9]=3.[C:17]([O:21]C(N(C)C)N(C)C)(C)(C)C>CN(C=O)C.Cl>[O:14]=[C:6]1[C:5]2[CH:15]=[CH:16][C:2]([CH2:1][CH:17]=[O:21])=[CH:3][C:4]=2[C:13]2[C:8](=[CH:9][CH:10]=[CH:11][CH:12]=2)[O:7]1. Procedure details: A solution of 9-methyl-6H-benzo[c]chromen-6-one (100 mg, 0.476 mmol) in dry DMF (2378 μl) Was treated with TERT-BUTOXY BIS(DIMETHYLAMINO)METHANE (99 mg, 0.571 mmol) at 80° C. in a sealed tube for one hour. The solution turned a deep red color and was cooled, diluted with 2M HCl and stirred for 20 minutes. The solution was then extracted with DCM, the combind orgainc layers were dried, filtered and concentrated with out heat. Crude (6-oxo-6H-benzo[c]chromen-9-yl)acetaldehyde was used without furt... Starting materials: N(=O)[O-].[Na+] (Sodium nitrite), C(C)(=O)O.NC=1C=CC(=NC1)N1CC2=C(C1)CN(C2)C(=O)C2=C(C=CC=C2)C(F)(F)F ([5-(5-aminopyridin-2-yl)-3,4,5,6-tetrahydro-1H-pyrrolo[3,4-c]pyrrol-2-yl](2-trifluoromethylphenyl)methanone acetate). The solvent is S(O)(O)(=O)=O (sulfuric acid), C(C)(=O)O (acetic acid). Conditions: time 1 hour. Product: OC=1C=CC(=NC1)N1CC2=C(C1)CN(C2)C(=O)C2=C(C=CC=C2)C(F)(F)F ([5-(5-Hydroxypyridin-2-yl)-3,4,5,6-tetrahydro-1H-pyrrolo[3,4-c]pyrrol-2-yl](2-trifluoromethylphenyl)methanone). As a reaction SMILES: N([O-])=O.[Na+].C(O)(=[O:7])C.N[C:10]1[CH:11]=[CH:12][C:13]([N:16]2[CH2:20][C:19]3[CH2:21][N:22]([C:24]([C:26]4[CH:31]=[CH:30][CH:29]=[CH:28][C:27]=4[C:32]([F:35])([F:34])[F:33])=[O:25])[CH2:23][C:18]=3[CH2:17]2)=[N:14][CH:15]=1>S(=O)(=O)(O)O.C(O)(=O)C>[OH:7][C:10]1[CH:11]=[CH:12][C:13]([N:16]2[CH2:20][C:19]3[CH2:21][N:22]([C:24]([C:26]4[CH:31]=[CH:30][CH:29]=[CH:28][C:27]=4[C:32]([F:35])([F:34])[F:33])=[O:25])[CH2:23][C:18]=3[CH2:17]2)=[N:14][CH:15]=1 |f:0.1,2.3|. Procedure: Sodium nitrite (106.1 mg, 1.537 mmol) was dissolved at 0° C. in 1.84 ml of conc. sulfuric acid. Subsequently, [5-(5-aminopyridin-2-yl)-3,4,5,6-tetrahydro-1H-pyrrolo[3,4-c]pyrrol-2-yl](2-trifluoromethylphenyl)methanone acetate (523 mg, 1.2 mmol), dissolved in 8 ml of acetic acid, was added dropwise, the cooling bath was removed and stirring was continued for 1 h. The reaction solution was added dropwise to 50 ml of boiling water and stirred under reflux for 5 h. After cooling, the mixture was adm... Starting materials: BrC1C=2N(C3=C(NC1)C=CC=C3)C(=NN2)C (bromo-1-methyl-5,6-dihydro-4H-benzo[b][1,2,4]triazolo[4,3-d][1,4]diazepine), CC1(OB(OC1(C)C)C=1C=CC(=NC1)N)C (5-(4,4,5,5-tetramethyl-1,3,2-dioxaborolan-2-yl)pyridin-2-amine), C(=O)([O-])[O-].[Cs+].[Cs+] (Cs2CO3). The reagents and catalysts are C=1C=CC(=CC1)[P](C=2C=CC=CC2)(C=3C=CC=CC3)[Pd]([P](C=4C=CC=CC4)(C=5C=CC=CC5)C=6C=CC=CC6)([P](C=7C=CC=CC7)(C=8C=CC=CC8)C=9C=CC=CC9)[P](C=1C=CC=CC1)(C=1C=CC=CC1)C=1C=CC=CC1 (Tetrakis(triphenylphosphine)palladium(0)). Solvent: O1CCOCC1 (dioxane), O (water). Yields the product CC1=NN=C2N1C1=C(N(CC2)C)C=C(C=C1)C=1C=CC(=NC1)N (5-(1,6-dimethyl-5,6-dihydro-4H-benzo[b][1,2,4]triazolo[4,3-d][1,4]diazepin-8-yl)pyridin-2-amine). The yield is 38.4%. As a reaction SMILES: Br[CH:2]1[CH2:8][NH:7][C:6]2[CH:9]=[CH:10][CH:11]=[CH:12][C:5]=2[N:4]2[C:13]([CH3:16])=[N:14][N:15]=[C:3]12.CC1(C)C(C)(C)OB([C:25]2[CH:26]=[CH:27][C:28]([NH2:31])=[N:29][CH:30]=2)O1.[C:33]([O-])([O-])=O.[Cs+].[Cs+]>O1CCOCC1.O.C1C=CC([P]([Pd]([P](C2C=CC=CC=2)(C2C=CC=CC=2)C2C=CC=CC=2)([P](C2C=CC=CC=2)(C2C=CC=CC=2)C2C=CC=CC=2)[P](C2C=CC=CC=2)(C2C=CC=CC=2)C2C=CC=CC=2)(C2C=CC=CC=2)C2C=CC=CC=2)=CC=1>[CH3:16][C:13]1[N:4]2[C:5]3[CH:12]=[CH:11][C:10]([C:25]4[CH:26]=[CH:27][C:28]([NH2:31])=[N:29][CH:30]=4)=[CH:9][C:6]=3[N:7]([CH3:33])[CH2:8][CH2:2][C:3]2=[N:15][N:14]=1 |f:2.3.4,^1:49,51,70,89|. Procedure details: A solution of bromo-1-methyl-5,6-dihydro-4H-benzo[b][1,2,4]triazolo[4,3-d][1,4]diazepine (50 mg, 0.17 mmol), 5-(4,4,5,5-tetramethyl-1,3,2-dioxaborolan-2-yl)pyridin-2-amine (75 mg, 0.34 mmol), Tetrakis(triphenylphosphine)palladium(0)(10 mg) and Cs2CO3 (110 mg, 0.34 mmol) in dioxane (5 mL) and water (1 mL) was heated at 120° C. under microwave for 20 min. The reaction mixture was concentrated to give the crude product, which was purified by prep-TLC (DCM:MeOH=10:1) to afford 5-(1,6-dimethyl-5,6-di... The reactants are FC=1C=C(C=CC1[N+](=O)[O-])C(C(=O)OCC)(C(=O)OCC)C (diethyl 2-(3-fluoro-4-nitrophenyl)-2-methylmalonate), [H][H] (hydrogen). The reagents and catalysts are [Pd] (palladium/carbon). Solvent: C(C)(=O)OCC (ethyl acetate). Yields the product NC1=C(C=C(C=C1)C(C(=O)OCC)(C(=O)OCC)C)F (diethyl 2-(4-amino-3-fluorophenyl)-2-methylmalonate). Reaction SMILES: [F:1][C:2]1[CH:3]=[C:4]([C:11]([CH3:22])([C:17]([O:19][CH2:20][CH3:21])=[O:18])[C:12]([O:14][CH2:15][CH3:16])=[O:13])[CH:5]=[CH:6][C:7]=1[N+:8]([O-])=O.[H][H]>C(OCC)(=O)C.[Pd]>[NH2:8][C:7]1[CH:6]=[CH:5][C:4]([C:11]([CH3:22])([C:17]([O:19][CH2:20][CH3:21])=[O:18])[C:12]([O:14][CH2:15][CH3:16])=[O:13])=[CH:3][C:2]=1[F:1]. Procedure details: To a solution of 41.6 g diethyl 2-(4-nitro-3-fluorophenyl)-2-methylmalonate III in 210 ml ethyl acetate in a 500-ml Parr hydrogenation bottle is added 830 mg (2 wt %) of 5% palladium/carbon. The mixture is hydrogenated in a Parr apparatus at 25° C. under 10-12 psi hydrogen for 2.5 hours. The catalyst is removed by filtration through diatomaceous earth (Celite®) and is washed with a few ml of ethyl acetate. The solvent is removed in vacuo to give diethyl 2-(4-amino-3-fluorophenyl)-2-methylmalonat...